From a dataset of the Open Reaction Database (ORD), a public repository of structured organic reaction records. describe an organic reaction: reactants, conditions, products, and yield Starting materials: CC(C)(C)OC(=O)N1CCN(c2ccc(NC(=O)c3nc(-c4ccccc4)oc3C(F)(F)F)cn2)CC1, CC(C)(C)OC(=O)N1CCC(Nc2ncc(NC(=O)c3nc(-c4ccccc4OC(F)(F)F)oc3C(F)(F)F)cn2)C1, CCOC(=O)N1CCC(Nc2ncc(N)cn2)C1, O=C(O)c1nc(-c2ccccc2OC(F)(F)F)oc1C(F)(F)F. The product is CCOC(=O)N1CCC(Nc2ncc(NC(=O)c3nc(-c4ccccc4OC(F)(F)F)oc3C(F)(F)F)cn2)C1. As a reaction SMILES: [C:1]([O:2][C:3]([N:4]1[CH2:5][CH2:6][N:7]([c:8]2[cH:9][cH:10][c:11]([NH:12][C:13]([c:14]3[n:15][c:16](-[c:17]4[cH:18][cH:19][cH:20][cH:21][cH:22]4)[o:23][c:24]3[C:25]([F:26])([F:27])[F:28])=[O:29])[cH:30][n:31]2)[CH2:32][CH2:33]1)=[O:34])([CH3:35])([CH3:36])[CH3:37].[C:38]([CH3:39])([CH3:40])([CH3:41])[O:42][C:43](=[O:44])[N:45]1[CH2:46][CH:47]([NH:50][c:51]2[n:52][cH:53][c:54]([NH:57][C:58](=[O:59])[c:60]3[n:61][c:62](-[c:69]4[c:70]([O:75][C:76]([F:77])([F:78])[F:79])[cH:71][cH:72][cH:73][cH:74]4)[o:63][c:64]3[C:65]([F:66])([F:67])[F:68])[cH:55][n:56]2)[CH2:48][CH2:49]1.[CH2:103]([O:104][C:105]([N:106]1[CH2:107][CH2:108][CH:109]([NH:110][c:111]2[n:112][cH:113][c:114]([NH2:115])[cH:116][n:117]2)[CH2:118]1)=[O:119])[CH3:120].[F:80][C:81]([F:82])([F:83])[O:84][c:85]1[cH:86][cH:87][cH:88][cH:89][c:90]1-[c:91]1[o:92][c:93]([C:94]([F:95])([F:96])[F:97])[c:98]([C:99]([OH:100])=[O:101])[n:102]1>>[CH2:38]([CH3:39])[O:42][C:43](=[O:44])[N:45]1[CH2:46][CH:47]([NH:50][c:51]2[n:52][cH:53][c:54]([NH:57][C:58](=[O:59])[c:60]3[n:61][c:62](-[c:69]4[c:70]([O:75][C:76]([F:77])([F:78])[F:79])[cH:71][cH:72][cH:73][cH:74]4)[o:63][c:64]3[C:65]([F:66])([F:67])[F:68])[cH:55][n:56]2)[CH2:48][CH2:49]1. The reactants are NC=1C(C2=CC=CC=C2C(C1Cl)=O)=O (2-amino-3-chloro-1,4-dihydro-1,4-dioxo-naphthalene), FC1=CC=C(C(=O)Cl)C=C1 (4-fluorobenzoic acid chloride), CCOCC (ether), S(O)(O)(=O)=O (sulfuric acid). Run in [N+](=O)([O-])C1=CC=CC=C1 (nitrobenzene). Reaction conditions: time 10 minute. Product: O=C1C=2C=CC=CC2C(C2=C1N=C(O2)C2=CC=C(C=C2)F)=O (4,9-dihydro-4,9-dioxo-2-(4-fluorophenyl)-naphtho[2,3-d]oxazole). Isolated yield 33.0%. RXN SMILES: [NH2:1][C:2]1[C:3](=[O:14])[C:4]2[C:9]([C:10](=[O:13])[C:11]=1Cl)=[CH:8][CH:7]=[CH:6][CH:5]=2.[F:15][C:16]1[CH:24]=[CH:23][C:19]([C:20](Cl)=[O:21])=[CH:18][CH:17]=1.S(=O)(=O)(O)O.CCOCC>[N+](C1C=CC=CC=1)([O-])=O>[O:14]=[C:3]1[C:2]2[N:1]=[C:20]([C:19]3[CH:23]=[CH:24][C:16]([F:15])=[CH:17][CH:18]=3)[O:21][C:11]=2[C:10](=[O:13])[C:9]2[CH:8]=[CH:7][CH:6]=[CH:5][C:4]1=2. Reported procedure: To a solution of 6.22 g (30 mmol) of 2-amino-3-chloro-1,4-dihydro-1,4-dioxo-naphthalene in 60 mL of nitrobenzene, 18.00 mL (150 mmol) of 4-fluorobenzoic acid chloride are added with protection from light. After 10 min of stirring with reflux, 0.20 mL of concentrated sulfuric acid is added. After 12 h and complete cooling, ether is added to obtain a yellow precipitate which is filtered through fritted glass, washed with ether and purified on a flash column (support: silica; conditioning: heptane;...